This data is from the Open Reaction Database (ORD), a public repository of structured organic reaction records. The task is: describe an organic reaction: reactants, conditions, products, and yield Starting materials: BrCCBr (1,2-dibromoethane), IC1CN(C1)C(=O)OC(C)(C)C (tert-butyl 3-iodoazetidine-1-carboxylate), ClC1=C(C(=C(C=C1Cl)C(C)=O)OC)I (1-(4,5-dichloro-3-iodo-2-methoxyphenyl)ethanone), Cl[Si](C)(C)C (Chlorotrimethylsilane). The reagents and catalysts are [Zn] (Zinc), C=1C=CC(=CC1)/C=C/C(=O)/C=C/C2=CC=CC=C2.C=1C=CC(=CC1)/C=C/C(=O)/C=C/C2=CC=CC=C2.C=1C=CC(=CC1)/C=C/C(=O)/C=C/C2=CC=CC=C2.[Pd].[Pd] (tris(dibenzylideneacetone)dipalladium(0)), O1C(=CC=C1)P(C=1OC=CC1)C=1OC=CC1 (tri-(2-furyl)phosphine). Run in CN(C)C=O (DMF), CN(C)C=O (DMF), CN(C)C=O (DMF). Reaction conditions: temperature 70 celsius, time 1 hour. The product is C(C)(=O)C=1C(=C(C(=C(C1)Cl)Cl)C1CN(C1)C(=O)OC(C)(C)C)OC (tert-Butyl 3-(3-acetyl-5,6-dichloro-2-methoxyphenyl)azetidine-1-carboxylate). The yield is 78.2%. Reaction SMILES: BrCCBr.Cl[Si](C)(C)C.I[CH:11]1[CH2:14][N:13]([C:15]([O:17][C:18]([CH3:21])([CH3:20])[CH3:19])=[O:16])[CH2:12]1.[Cl:22][C:23]1[C:28]([Cl:29])=[CH:27][C:26]([C:30](=[O:32])[CH3:31])=[C:25]([O:33][CH3:34])[C:24]=1I>CN(C=O)C.[Zn].C1C=CC(/C=C/C(/C=C/C2C=CC=CC=2)=O)=CC=1.C1C=CC(/C=C/C(/C=C/C2C=CC=CC=2)=O)=CC=1.C1C=CC(/C=C/C(/C=C/C2C=CC=CC=2)=O)=CC=1.[Pd].[Pd].O1C=CC=C1P(C1OC=CC=1)C1OC=CC=1>[C:30]([C:26]1[C:25]([O:33][CH3:34])=[C:24]([CH:11]2[CH2:14][N:13]([C:15]([O:17][C:18]([CH3:21])([CH3:20])[CH3:19])=[O:16])[CH2:12]2)[C:23]([Cl:22])=[C:28]([Cl:29])[CH:27]=1)(=[O:32])[CH3:31] |f:6.7.8.9.10|. Procedure: Zinc (4.5 g, 69 mmol) was suspended with 1,2-dibromoethane (420 pt, 4.9 mmol) in DMF (54 mL). The mixture was heated at 70° C. for 10 min and then cooled to room temperature. Chlorotrimethylsilane (6204, 4.9 mmol) was added dropwise and stirring was continued for 1 hour. A solution of tert-butyl 3-iodoazetidine-1-carboxylate (17 g, 61 mmol) in DMF (30 mL) was then added and the mixture was heated at 40° C. for 1 h before a mixture of 1-(4,5-dichloro-3-iodo-2-methoxyphenyl)ethanone (14 g, 41 mmol... Reactants: NC1=NC2=C(C(=NC1)C1=C(C=CC=C1)Cl)C=C(C=C2)Cl (2-amino-7-chloro-5-(o-chlorophenyl)-3H-1,4-benzodiazepine), C(C#C)(=O)OC (methyl propiolate). Solvent: CO (methanol). Yields the product ClC=1C=CC2=C(C(=NCC=3N2C=CC(N3)=O)C3=C(C=CC=C3)Cl)C1 (9-chloro-7-(o-chlorophenyl)pyrimido[1,2-a][1,4]benzodiazepin-3(5H)-one). Reaction SMILES: [NH2:1][C:2]1[CH2:8][N:7]=[C:6]([C:9]2[CH:14]=[CH:13][CH:12]=[CH:11][C:10]=2[Cl:15])[C:5]2[CH:16]=[C:17]([Cl:20])[CH:18]=[CH:19][C:4]=2[N:3]=1.[C:21](OC)(=[O:24])[C:22]#[CH:23]>CO>[Cl:20][C:17]1[CH:18]=[CH:19][C:4]2[N:3]3[CH:23]=[CH:22][C:21](=[O:24])[N:1]=[C:2]3[CH2:8][N:7]=[C:6]([C:9]3[CH:14]=[CH:13][CH:12]=[CH:11][C:10]=3[Cl:15])[C:5]=2[CH:16]=1. Reported procedure: In the manner given in Example 1, 2-amino-7-chloro-5-(o-chlorophenyl)-3H-1,4-benzodiazepine, methyl propiolate and methanol were refluxed. The mixture was chromatographed to give 9-chloro-7-(o-chlorophenyl)pyrimido[1,2-a][1,4]benzodiazepin-3(5H)-one. Starting materials: O1CCCC=C1 (2,3-dihydropyran), CC=1C=CC(=CC1)S(=O)(=O)O (TsOH), COC(C(C[C@@H](C)[C@H]1CC[C@H]2[C@@H]3CC=C4C[C@H](CC[C@]4(C)[C@H]3CC[C@]12C)OC(C)=O)(F)F)=O (3β-Acetoxy-23,23-difluorochol-5-en-24-oic Acid Methyl Ester), KOH-, [N+](=[N-])=C (diazomethane). The solvent is O1CCOCC1 (dioxane), CCOCC (ether). Yields the product COC(C(C[C@@H](C)[C@H]1CC[C@H]2[C@@H]3CC=C4C[C@H](CC[C@]4(C)[C@H]3CC[C@]12C)OC1OCCCC1)(F)F)=O (23,23-Difluoro-3β-tetrahydropyranyloxychol-5-en-24-oic Acid Methyl Ester). Yield: 95.0%. As a reaction SMILES: [CH3:1][O:2][C:3](=[O:33])[C:4]([F:32])([F:31])[CH2:5][C@H:6]([C@@H:8]1[C@:25]2([CH3:26])[C@H:11]([C@H:12]3[C@H:22]([CH2:23][CH2:24]2)[C@:20]2([CH3:21])[C:15]([CH2:16][C@@H:17]([O:27][C:28](=[O:30])[CH3:29])[CH2:18][CH2:19]2)=[CH:14][CH2:13]3)[CH2:10][CH2:9]1)[CH3:7].[N+](=C)=[N-].O1C=C[CH2:40][CH2:39][CH2:38]1.CC1C=CC(S(O)(=O)=O)=CC=1>CCOCC.O1CCOCC1>[CH3:1][O:2][C:3](=[O:33])[C:4]([F:31])([F:32])[CH2:5][C@H:6]([C@@H:8]1[C@:25]2([CH3:26])[C@H:11]([C@H:12]3[C@H:22]([CH2:23][CH2:24]2)[C@:20]2([CH3:21])[C:15]([CH2:16][C@@H:17]([O:27][CH:28]4[CH2:29][CH2:40][CH2:39][CH2:38][O:30]4)[CH2:18][CH2:19]2)=[CH:14][CH2:13]3)[CH2:10][CH2:9]1)[CH3:7]. Procedure details: The difluoroester (5) (880 mg, 1.9 mmol) was treated with 2% KOH--MeOH (30 ml) at room temperature for 2 hr. The usual work-up (ether for extraction) gave a crude acid. This in ether (10 ml) was treated with etheral solution of diazomethane until the gas evolution was ceased. This solution was concentrated under reduced pressure to leave the residue. This is dioxane (10 ml) was treated with 2,3-dihydropyran (516 μl) and TsOH (10 mg) at room temperature for 3 hr. The usual work-up (ether for extr... Reported procedure: A solution of 4-[(3-iodophenyl)amino]-6-aminoquinazoline was reacted with bromocrotonic acid and dimethylamine, as is described hereinabove in Compound 4, to give N-{4-[(3-iodophenyl)amino]quinazoline-6-yl}-4-(dimethylamino)-2-butenamide. MS (m/z): 465 (M+H)+, 509 (M+)+; 1H-NMR (DMSO-d6): δ=4.38 (d, 1H), 4.49 (d, 1H), 6.5 (dd, 1H), 6.94 (dt, 1H), 7.19 (t, 1H), 7.47 (d, 1H), 7.85 (mt, 3H), 8.27 (s, 1H), 8.58 (s, 1H), 8.82 (s, 1H) 10.59 (s, 1H); Anal. Calc: C, 42.46; H, 2.77; N, 11.0. Found: C, 46... The product is IC=1C=C(C=CC1)NC1=NC=NC2=CC=C(C=C12)NC(C=CCN(C)C)=O (N-{4-[(3-iodophenyl)amino]quinazoline-6-yl}-4-(dimethylamino)-2-butenamide). The reactants are IC=1C=C(C=CC1)NC1=NC=NC2=CC=C(C=C12)N (4-[(3-iodophenyl)amino]-6-aminoquinazoline), Br/C(/C(=O)O)=C\C (bromocrotonic acid), CNC (dimethylamine), ClC=1C=C(C(=CC1Cl)F)NC1=NC=NC2=CC=C(C=C12)NC(C=CCN(C)C)=O (N-{4-[(3,4-dichloro-6-fluorophenyl)amino]quinazoline-6-yl}-4-(dimethylamino)-2-butenamide). RXN SMILES: [I:1][C:2]1[CH:3]=[C:4]([NH:8][C:9]2[C:18]3[C:13](=[CH:14][CH:15]=[C:16]([NH2:19])[CH:17]=3)[N:12]=[CH:11][N:10]=2)[CH:5]=[CH:6][CH:7]=1.Br/C(=C\C)/C(O)=O.CNC.ClC1C=C(NC2C3C(=CC=C(N[C:51](=[O:58])[CH:52]=[CH:53][CH2:54][N:55]([CH3:57])[CH3:56])C=3)N=CN=2)C(F)=CC=1Cl>>[I:1][C:2]1[CH:3]=[C:4]([NH:8][C:9]2[C:18]3[C:13](=[CH:14][CH:15]=[C:16]([NH:19][C:51](=[O:58])[CH:52]=[CH:53][CH2:54][N:55]([CH3:57])[CH3:56])[CH:17]=3)[N:12]=[CH:11][N:10]=2)[CH:5]=[CH:6][CH:7]=1. Starting materials: Cl[Si](C)(C)C (Chlorotrimethylsilane), O=C1C2=C(N=C3N1C=C(C=C3)C(=O)O)CSC2 (3,10-dihydro-10-oxo-1H-pyrido[1,2-a]thieno[3,4-d]pyrimidine-7-carboxylic acid), ClN1C(CCC1=O)=O (N-Chlorosuccinimide). Run in O (water), N1=CC=CC=C1 (pyridine). Run at time 1 hour. The product is ClC=1SC=C2C1N=C1N(C2=O)C=C(C=C1)C(=O)O (3-Chloro-10-oxo-10H-pyrido[1,2-a]thieno[3,4-d]pyrimidine-7-carboxylic acid). As a reaction SMILES: Cl[Si](C)(C)C.[O:6]=[C:7]1[N:12]2[CH:13]=[C:14]([C:17]([OH:19])=[O:18])[CH:15]=[CH:16][C:11]2=[N:10][C:9]2[CH2:20][S:21][CH2:22][C:8]1=2.[Cl:23]N1C(=O)CCC1=O>N1C=CC=CC=1.O>[Cl:23][C:20]1[S:21][CH:22]=[C:8]2[C:7](=[O:6])[N:12]3[CH:13]=[C:14]([C:17]([OH:19])=[O:18])[CH:15]=[CH:16][C:11]3=[N:10][C:9]=12. Procedure: Chlorotrimethylsilane (0.4 ml, 0.03 mol) is added to a cooled (ice bath) solution of 3,10-dihydro-10-oxo-1H-pyrido[1,2-a]thieno[3,4-d]pyrimidine-7-carboxylic acid (0.75 g., 0.03 mol) in pyridine (5 ml) under nitrogen. The mixture is stirred at ice bath temperature for one hour and then allowed to warm to room temperature. N-Chlorosuccinimide (0.8 g., 0.06 mol) is added and the mixture is heated at 95° C. for 20 minutes. The mixture is cooled, diluted with water (3 ml) and stirred for 15 minutes.... Starting materials: CO, O=c1c(Cl)c(Oc2ccccc2C(F)(F)F)cnn1C1CCCCO1, Cl, O. Yields the product O=c1[nH]ncc(Oc2ccccc2C(F)(F)F)c1Cl. RXN SMILES: [CH3:27][OH:28].[Cl:1][c:2]1[c:3](=[O:25])[n:4]([CH:19]2[CH2:20][CH2:21][CH2:22][CH2:23][O:24]2)[n:5][cH:6][c:7]1[O:8][c:9]1[c:10]([C:15]([F:16])([F:17])[F:18])[cH:11][cH:12][cH:13][cH:14]1.[ClH:26].[OH2:29]>>[Cl:1][c:2]1[c:3](=[O:25])[nH:4][n:5][cH:6][c:7]1[O:8][c:9]1[c:10]([C:15]([F:16])([F:17])[F:18])[cH:11][cH:12][cH:13][cH:14]1.